From a dataset of the Open Reaction Database (ORD), a public repository of structured organic reaction records. describe an organic reaction: reactants, conditions, products, and yield Reactants: BrC1=CC(=C(C=C1Cl)N1C(NN=C1C[C@H]1CN(CC1)C(=O)C1CC1)=O)F (4-(4-bromo-5-chloro-2-fluorophenyl)-5-{[(3S)-1-(cyclopropylcarbonyl)-3-pyrrolidinyl]methyl}-2,4-dihydro-3H-1,2,4-triazol-3-one), CC1(OB(OC1(C)C)C1=CC=C2C=CC=NC2=C1)C (7-(4,4,5,5-tetramethyl-1,3,2-dioxaborolan-2-yl)quinoline), C([O-])([O-])=O.[Cs+].[Cs+] (cesium carbonate). Reagents/catalysts: C1=CC=C(C=C1)P([C-]2C=CC=C2)C3=CC=CC=C3.C1=CC=C(C=C1)P([C-]2C=CC=C2)C3=CC=CC=C3.Cl[Pd]Cl.[Fe+2].ClCCl (dichloro[1,1′-bis(diphenylphosphino)ferrocene]palladium(II) dichloromethane). Conditions: temperature 100 celsius. Yields the product ClC=1C(=CC(=C(C1)N1C(NN=C1C[C@H]1CN(CC1)C(=O)C1CC1)=O)F)C1=CC=C2C=CC=NC2=C1 (4-[5-chloro-2-fluoro-4-(7-quinolinyl)phenyl]-5-{[(3S)-1-(cyclopropylcarbonyl)-3-pyrrolidinyl]methyl}-2,4-dihydro-3H-1,2,4-triazol-3-one). The yield is 32.8%. RXN SMILES: Br[C:2]1[C:7]([Cl:8])=[CH:6][C:5]([N:9]2[C:13]([CH2:14][C@@H:15]3[CH2:19][CH2:18][N:17]([C:20]([CH:22]4[CH2:24][CH2:23]4)=[O:21])[CH2:16]3)=[N:12][NH:11][C:10]2=[O:25])=[C:4]([F:26])[CH:3]=1.CC1(C)C(C)(C)OB([C:35]2[CH:44]=[C:43]3[C:38]([CH:39]=[CH:40][CH:41]=[N:42]3)=[CH:37][CH:36]=2)O1.C(=O)([O-])[O-].[Cs+].[Cs+]>C1C=CC(P(C2C=CC=CC=2)[C-]2C=CC=C2)=CC=1.C1C=CC(P(C2C=CC=CC=2)[C-]2C=CC=C2)=CC=1.Cl[Pd]Cl.[Fe+2].ClCCl>[Cl:8][C:7]1[C:2]([C:35]2[CH:44]=[C:43]3[C:38]([CH:39]=[CH:40][CH:41]=[N:42]3)=[CH:37][CH:36]=2)=[CH:3][C:4]([F:26])=[C:5]([N:9]2[C:13]([CH2:14][C@@H:15]3[CH2:19][CH2:18][N:17]([C:20]([CH:22]4[CH2:24][CH2:23]4)=[O:21])[CH2:16]3)=[N:12][NH:11][C:10]2=[O:25])[CH:6]=1 |f:2.3.4,5.6.7.8.9|. Procedure: To a microwave vial were added 4-(4-bromo-5-chloro-2-fluorophenyl)-5-{[(3S)-1-(cyclopropylcarbonyl)-3-pyrrolidinyl]methyl}-2,4-dihydro-3H-1,2,4-triazol-3-one (0.124 mmol), 7-(4,4,5,5-tetramethyl-1,3,2-dioxaborolan-2-yl)quinoline (0.16 mmol), cesium carbonate (0.37 mmol), and dichloro[1,1′-bis(diphenylphosphino)ferrocene]palladium(II)-dichloromethane adduct (0.0062 mmol). The mixture was purged with nitrogen and suspended in 1,4-dioxane (1 mL) and water (0.5 mL). The mixture was heated for 15 h a... The reactants are Cl.C1=CC=CC=2C3=CC=CC=C3C(C12)COC(=O)N1C[C@@H](C[C@@H](C1)C(N(C1CC1)CC1=CC(=C(C=C1)Cl)OCCCOC)=O)N ((3R*,5S*)-3-amino-5-{[4-chloro-3-(3-methoxy-propoxy)-benzyl]-cyclopropyl-carbamoyl}-piperidine-1-carboxylic acid 9H-fluoren-9-ylmethyl ester, hydrochloride), C(C(C)C)(=O)Cl (isobutyryl chloride). Run in CC#N (CH3CN). The product is ClC1=C(C=C(CN(C(=O)[C@@H]2CNC[C@@H](C2)NC(C(C)C)=O)C2CC2)C=C1)OCCCOC ((3S*,5R*)-5-Isobutyrylamino-piperidine-3-carboxylic acid [4-chloro-3-(3-methoxy-propoxy)-benzyl]-cyclopropyl-amide). As a reaction SMILES: Cl.C1C2C(COC([N:19]3[CH2:24][C@@H:23]([C:25](=[O:44])[N:26]([CH2:30][C:31]4[CH:36]=[CH:35][C:34]([Cl:37])=[C:33]([O:38][CH2:39][CH2:40][CH2:41][O:42][CH3:43])[CH:32]=4)[CH:27]4[CH2:29][CH2:28]4)[CH2:22][C@@H:21]([NH2:45])[CH2:20]3)=O)C3C(=CC=CC=3)C=2C=CC=1.[C:46](Cl)(=[O:50])[CH:47]([CH3:49])[CH3:48]>CC#N>[Cl:37][C:34]1[CH:35]=[CH:36][C:31]([CH2:30][N:26]([CH:27]2[CH2:29][CH2:28]2)[C:25]([C@H:23]2[CH2:22][C@@H:21]([NH:45][C:46](=[O:50])[CH:47]([CH3:49])[CH3:48])[CH2:20][NH:19][CH2:24]2)=[O:44])=[CH:32][C:33]=1[O:38][CH2:39][CH2:40][CH2:41][O:42][CH3:43] |f:0.1|. Procedure details: The title compound is prepared analogously as described in Example 61 using (3R*,5S*)-3-amino-5-{[4-chloro-3-(3-methoxy-propoxy)-benzyl]-cyclopropyl-carbamoyl}-piperidine-1-carboxylic acid 9H-fluoren-9-ylmethyl ester, hydrochloride (Example 92A.) and isobutyryl chloride. MS: 466.4 [M+H]+; tR (HPLC, Nucleosil C18; 5-100% CH3CN+0.1% TFA/H2O+0.1% TFA for 8 min, flow 1.5 ml/min): 5.04 min. Reactants: Boc and tert.-butyl ester, C(=O)(C(F)(F)F)O (TFA), N([C@@H](CC1=CC=C(C=C1)O)C(=O)N[C@@H](CCCNC(N[N+](=O)[O-])=N)C(=O)N[C@@H](CCCCNC(=O)OCC1=CC=CC=C1)C(=O)N[C@@H](CC(OCC1=CC=CC=C1)=O)C(=O)N[C@@H](C(C)C)C(=O)OC(C)(C)C)C(=O)OC(C)(C)C (Boc-Tyr-Arg(NO2)-Lys(Z)-Asp(OBzl)-Val-OBut). Run in C(Cl)Cl (CH2Cl2). Reaction conditions: time 10 minute. The product is N[C@@H](CC1=CC=C(C=C1)O)C(=O)N[C@@H](CCCNC(N[N+](=O)[O-])=N)C(=O)N[C@@H](CCCCNC(=O)OCC1=CC=CC=C1)C(=O)N[C@@H](CC(OCC1=CC=CC=C1)=O)C(=O)N[C@@H](C(C)C)C(=O)O.FC(F)(F)C(=O)O (H-Tyr-Arg(NO2)-Lys(Z)-Asp(OBzl)-Val-OH-TFA). As a reaction SMILES: [C:1]([OH:7])([C:3]([F:6])([F:5])[F:4])=[O:2].[NH:8](C(OC(C)(C)C)=O)[C@H:9]([C:18]([NH:20][C@H:21]([C:32]([NH:34][C@H:35]([C:51]([NH:53][C@H:54]([C:66]([NH:68][C@H:69]([C:73]([O:75]C(C)(C)C)=[O:74])[CH:70]([CH3:72])[CH3:71])=[O:67])[CH2:55][C:56](=[O:65])[O:57][CH2:58][C:59]1[CH:64]=[CH:63][CH:62]=[CH:61][CH:60]=1)=[O:52])[CH2:36][CH2:37][CH2:38][CH2:39][NH:40][C:41]([O:43][CH2:44][C:45]1[CH:50]=[CH:49][CH:48]=[CH:47][CH:46]=1)=[O:42])=[O:33])[CH2:22][CH2:23][CH2:24][NH:25][C:26](=[NH:31])[NH:27][N+:28]([O-:30])=[O:29])=[O:19])[CH2:10][C:11]1[CH:16]=[CH:15][C:14]([OH:17])=[CH:13][CH:12]=1>C(Cl)Cl>[NH2:8][C@H:9]([C:18]([NH:20][C@H:21]([C:32]([NH:34][C@H:35]([C:51]([NH:53][C@H:54]([C:66]([NH:68][C@H:69]([C:73]([OH:75])=[O:74])[CH:70]([CH3:71])[CH3:72])=[O:67])[CH2:55][C:56](=[O:65])[O:57][CH2:58][C:59]1[CH:64]=[CH:63][CH:62]=[CH:61][CH:60]=1)=[O:52])[CH2:36][CH2:37][CH2:38][CH2:39][NH:40][C:41]([O:43][CH2:44][C:45]1[CH:50]=[CH:49][CH:48]=[CH:47][CH:46]=1)=[O:42])=[O:33])[CH2:22][CH2:23][CH2:24][NH:25][C:26](=[NH:31])[NH:27][N+:28]([O-:30])=[O:29])=[O:19])[CH2:10][C:11]1[CH:16]=[CH:15][C:14]([OH:17])=[CH:13][CH:12]=1.[F:4][C:3]([C:1]([OH:7])=[O:2])([F:6])[F:5] |f:3.4|. Procedure: For simultaneous splitting off of the Boc and tert.-butyl ester protective groups, 7.4 ml (96 mmol) of TFA are added to 2.65 g (2.4 mmol) of 9 and the mixture is stirred under an N2 atmosphere at room temperature for 10 minutes. The solution is taken up in 50 ml of CH2Cl2 and the mixture is evaporated. The product is then recrystallized from MeOH/diethyl ether and dried over KOH. RXN SMILES: [Cl:1][C:2]1[CH:7]=[C:6]([N:8]2[CH2:12][CH2:11][CH2:10][C@H:9]2[C:13]([F:16])([F:15])[F:14])[N:5]=[C:4](S(C)(=O)=O)[N:3]=1.C[CH2:22][N:23](C(C)C)C(C)C.CN>O1CCOCC1>[Cl:1][C:2]1[CH:7]=[C:6]([N:8]2[CH2:12][CH2:11][CH2:10][C@H:9]2[C:13]([F:16])([F:15])[F:14])[N:5]=[C:4]([NH:23][CH3:22])[N:3]=1. Run at time 8 hour. Reactants: CN (methylamine), CCN(C(C)C)C(C)C (Hunig's base), CN (methylamine), ClC1=NC(=NC(=C1)N1[C@@H](CCC1)C(F)(F)F)S(=O)(=O)C (4-chloro-2-(methylsulfonyl)-6-[(2S)-2-(trifluoromethyl)-1-pyrrolidinyl]pyrimidine). Yield: 81.8%. Procedure details: The crude 4-chloro-2-(methylsulfonyl)-6-[(2S)-2-(trifluoromethyl)-1-pyrrolidinyl]pyrimidine (1.09 g, 3.31 mmol) was dissolved 1,4-dioxane (30 mL). Hunig's base (2.88 mL, 16.53 mmol) and methylamine (6.61 mL, 13.22 mmol) were added, and the solution was stirred at room temperature overnight. Additional methylamine (2 mL) was added. The reaction was concentrated, then diluted with 30 mL EtOAc and washed with 0.1 N HCl (30 mL). The aqueous was back extracted with EtOAc and the organics were combine... The product is ClC1=NC(=NC(=C1)N1[C@@H](CCC1)C(F)(F)F)NC (4-Chloro-N-methyl-6-[(2S)-2-(trifluoromethyl)-1-pyrrolidinyl]-2-pyrimidinamine). Run in O1CCOCC1 (1,4-dioxane). Starting materials: crude product, CI (methyl iodide), CBr (methyl bromide), 3-benzyl-4-hydroxy-biphenyl polyglycol ether, C(C)(C)(C)C1C(N(C(NN1)=S)C)=O (6-tert.-butyl-4-methyl-5-oxo-3-thioxo-tetrahydro-1,2,4-(2H,4H)-triazine), [OH-].[Na+] (NaOH). Solvent: O (water). Yields the product C(C)(C)(C)C=1C(N(C(=NN1)SC)C)=O (6-tert.-Butyl-4-methyl-3-methylthio-1,2,4-triazin-5(4H)-one). Reaction SMILES: [C:1]([CH:5]1[NH:10][NH:9][C:8](=[S:11])[N:7]([CH3:12])[C:6]1=[O:13])([CH3:4])([CH3:3])[CH3:2].[OH-].[Na+].[CH3:16]I.CBr>O>[C:1]([C:5]1[C:6](=[O:13])[N:7]([CH3:12])[C:8]([S:11][CH3:16])=[N:9][N:10]=1)([CH3:4])([CH3:2])[CH3:3] |f:1.2|. Procedure: 30 ml of 3-benzyl-4-hydroxy-biphenyl polyglycol ether, as an emulsifier, and 5,690 g (28.6 mol) of 6-tert.-butyl-4-methyl-5-oxo-3-thioxo-tetrahydro-1,2,4-(2H,4H)-triazine were added to a solution of 1,145 g of NaOH in 57 liters of water. 4,302 g (30.3 mol) of methyl iodide were added dropwise (or 2,900 g of methyl bromide were passed in) and the mixture was subsequently stirred until the slightly exothermic reaction had ended and the pH value had reached 7-8. After filtering off the product, was... The reactants are C1([N+](=O)[O-])=CC([N+](=O)[O-])=CC([N+](=O)[O-])=C1O (picric acid), C(CN(CC(=O)O)CC(=O)O)N(CC(=O)O)CC(=O)O (EDTA), C1(CCCCC1)N (cyclohexylamine), O (water), C1([N+](=O)[O-])=CC([N+](=O)[O-])=CC([N+](=O)[O-])=C1O (picric acid). Solvent: CO (methanol), CO (methanol). Product: C1([N+](=O)[O-])=CC([N+](=O)[O-])=CC([N+](=O)[O-])=C1O.CO (picric acid methanol). As a reaction SMILES: C(N(CC(O)=O)CC(O)=O)CN(CC(O)=O)C[C:5](O)=[O:6].C1(N)CCCCC1.O.[C:29]1([C:43]([OH:44])=[C:39]([N+:40]([O-:42])=[O:41])[CH:38]=[C:34]([N+:35]([O-:37])=[O:36])[CH:33]=1)[N+:30]([O-:32])=[O:31]>CO>[C:39]1([C:43]([OH:44])=[C:29]([N+:30]([O-:32])=[O:31])[CH:33]=[C:34]([N+:35]([O-:37])=[O:36])[CH:38]=1)[N+:40]([O-:42])=[O:41].[CH3:5][OH:6] |f:5.6|. Procedure: EDTA (8 g) and cyclohexylamine (100 g) was dissolved in methanol (96 ml) to give a stock solution. In a separate container picric acid (1.0 g, including approximately 0.15 g of water present in the picric acid as purchased) was dissolved in methanol (100 ml) to form a picric acid/methanol solution. FeSO4.7H2O (0.03 g) was then added to the picric acid/methanol solution and was dissolved with stirring to obtain a green iron (II) picrate solution. Finally, approximately 0.96 ml of the EDTA/cyclohe... Reactants: O=C([O-])[O-], COCCOC, [Cs+], [Cs+], CC1(C)OB(c2ccc3ccc(-c4ccccc4)nc3c2F)OC1(C)C, CN1CCN(C2CC(c3nc(I)c4c(N)nccn34)C2)CC1, N#N, [Na+], O=C([O-])O, O, c1ccc(P(c2ccccc2)(c2ccccc2)[Pd](P(c2ccccc2)(c2ccccc2)c2ccccc2)(P(c2ccccc2)(c2ccccc2)c2ccccc2)P(c2ccccc2)(c2ccccc2)c2ccccc2)cc1. Yields the product CN1CCN(C2CC(c3nc(-c4ccc5ccc(-c6ccccc6)nc5c4F)c4c(N)nccn34)C2)CC1. As a reaction SMILES: [C:49](=[O:50])([O-:51])[O-:52].[CH3:62][O:63][CH2:64][CH2:65][O:66][CH3:67].[Cs+:53].[Cs+:54].[F:23][c:24]1[c:25]([B:40]2[O:41][C:42]([CH3:43])([CH3:44])[C:45]([CH3:46])([CH3:47])[O:48]2)[cH:26][cH:27][c:28]2[cH:29][cH:30][c:31](-[c:34]3[cH:35][cH:36][cH:37][cH:38][cH:39]3)[n:32][c:33]12.[I:1][c:2]1[n:3][c:4]([CH:12]2[CH2:13][CH:14]([N:16]3[CH2:17][CH2:18][N:19]([CH3:22])[CH2:20][CH2:21]3)[CH2:15]2)[n:5]2[c:6]1[c:7]([NH2:11])[n:8][cH:9][cH:10]2.[N:55]#[N:56].[Na+:61].[O-:57][C:58]([OH:59])=[O:60].[OH2:68].[cH:69]1[cH:70][cH:71][c:72]([P:73]([Pd:74]([P:75]([c:76]2[cH:77][cH:78][cH:79][cH:80][cH:81]2)([c:82]2[cH:83][cH:84][cH:85][cH:86][cH:87]2)[c:88]2[cH:89][cH:90][cH:91][cH:92][cH:93]2)([P:94]([c:95]2[cH:96][cH:97][cH:98][cH:99][cH:100]2)([c:101]2[cH:102][cH:103][cH:104][cH:105][cH:106]2)[c:107]2[cH:108][cH:109][cH:110][cH:111][cH:112]2)[P:113]([c:114]2[cH:115][cH:116][cH:117][cH:118][cH:119]2)([c:120]2[cH:121][cH:122][cH:123][cH:124][cH:125]2)[c:126]2[cH:127][cH:128][cH:129][cH:130][cH:131]2)([c:132]2[cH:133][cH:134][cH:135][cH:136][cH:137]2)[c:138]2[cH:139][cH:140][cH:141][cH:142][cH:143]2)[cH:144][cH:145]1>>[c:2]1(-[c:25]2[c:24]([F:23])[c:33]3[c:28]([cH:27][cH:26]2)[cH:29][cH:30][c:31](-[c:34]2[cH:35][cH:36][cH:37][cH:38][cH:39]2)[n:32]3)[n:3][c:4]([CH:12]2[CH2:13][CH:14]([N:16]3[CH2:17][CH2:18][N:19]([CH3:22])[CH2:20][CH2:21]3)[CH2:15]2)[n:5]2[c:6]1[c:7]([NH2:11])[n:8][cH:9][cH:10]2. Starting materials: O1CC(NC2=C1C=CC=C2)=O (4H-benzo[1,4]oxazin-3-one), CN(C)C=O (DMF), C(=O)([O-])[O-].[Cs+].[Cs+] (Cs2CO3), ClCCCI (1-chloro-3-iodopropane). Reaction conditions: time 65 hour. The product is [Cl-].C1(CC1)CON=C1CC2CCC(C1)[NH2+]2 (3-Cyclopropylmethoxyimino-8-azonia-bicyclo[3.2.1]octane chloride). Reaction SMILES: O1[C:6]2[CH:7]=[CH:8][CH:9]=[CH:10][C:5]=2[NH:4][C:3](=O)C1.[C:12]([O-:15])([O-])=O.[Cs+].[Cs+].[Cl:18][CH2:19][CH2:20][CH2:21]I.C[N:24](C=O)C>>[Cl-:18].[CH:20]1([CH2:12][O:15][N:24]=[C:7]2[CH2:6][CH:5]3[NH2+:4][CH:3]([CH2:9][CH2:10]3)[CH2:8]2)[CH2:21][CH2:19]1 |f:1.2.3,6.7|. Reported procedure: A reaction flask or vial was charged 4H-benzo[1,4]oxazin-3-one (1.0 equiv) dissolved in DMF (0.1 g/ml), Cs2CO3 (1.5 equiv) and 1-chloro-3-iodopropane (1.1 equiv). The reaction was stirred in rt for 60-70 h and evaporated to dryness. The reaction was redissolved in H2O and extracted with EtOAc 3×150 ml. The combined organic phases were dried over Na2SO4 and concentrated to a crude that was used directly or purified by column chromatography (heptanes/EtOAc). Starting materials: C(C1=CC=CC=C1)(=O)Cl (Benzoyl chloride), [N+](=O)([O-])C=1C=C(C(=CC1)C1=CC=C(C=C1)[N+](=O)[O-])N (4,4'-dinitro-2-biphenylamine), CN1C(CCC1)=O (N-methyl-2-pyrrolidinone), ice water. The reagents and catalysts are CN(C1=CC=NC=C1)C (4-dimethylaminopyridine). Reaction conditions: temperature 160 celsius. The product is [N+](=O)([O-])C=1C=C(C(=CC1)C1=CC=C(C=C1)[N+](=O)[O-])C1=CC=CC=C1C(=O)N (4,4'-dinitrobiphenyl-2-benzamide). Yield: 99.0%. As a reaction SMILES: [N+:1]([C:4]1[CH:5]=[C:6](N)[C:7]([C:10]2[CH:15]=[CH:14][C:13]([N+:16]([O-:18])=[O:17])=[CH:12][CH:11]=2)=[CH:8][CH:9]=1)([O-:3])=[O:2].[C:20](Cl)(=[O:27])[C:21]1[CH:26]=[CH:25][CH:24]=[CH:23][CH:22]=1.C[N:30]1CCCC1=O>CN(C)C1C=CN=CC=1>[N+:1]([C:4]1[CH:5]=[C:6]([C:26]2[C:21]([C:20]([NH2:30])=[O:27])=[CH:22][CH:23]=[CH:24][CH:25]=2)[C:7]([C:10]2[CH:15]=[CH:14][C:13]([N+:16]([O-:18])=[O:17])=[CH:12][CH:11]=2)=[CH:8][CH:9]=1)([O-:3])=[O:2]. Procedure: A solution of 4,4'-dinitro-2-biphenylamine (12.00 g, 46.29 mmol), 4-dimethylaminopyridine (5.77 g, 47.22 mmol) and N-methyl-2-pyrrolidinone (130ml) was stirred under a nitrogen atmosphere. Benzoyl chloride (9.69 g, 68.92 mmol) was added by dropping funnel at ambient temperature and the mixture heated to 160° C. and maintained at that temperature for 18 h. The resulting solution was poured into 1200 ml ice water with stirring and continued stirring overnight to give a light brown precipitate. The...